Dataset: the Open Reaction Database (ORD), a public repository of structured organic reaction records. Task: describe an organic reaction: reactants, conditions, products, and yield Reactants: OC1=C(C=O)C=CC(=C1)NC(C)=O (2-hydroxy-4-acetylaminobenzaldehyde), OC1=C(C=O)C=CC=C1C (2-hydroxy-3-methylbenzaldehyde), OC1=C(C=O)C=CC=C1C1=CC=CC=C1 (2-hydroxy-3-phenylbenzaldehyde), OC1=C(C=O)C=C(C=C1C(C)(C)C)C(C)(C)C (2-hydroxy-3,5-ditert.butylbenzaldehyde), OC1=C(C=O)C=CC=C1CCCCCCCCC (2-hydroxy-3-nonylbenzaldehyde), OC1=C(C=O)C(=CC=C1C(C)C)C (2-hydroxy-3-isopropyl-6-methylbenzaldehyde), OC1=C(C=O)C=C(C=C1)O (2,5-dihydroxybenzaldehyde), OC1=C(C=O)C=CC(=C1)Cl (2-hydroxy-4-chlorobenzaldehyde), OC1=C(C=O)C=C(C=C1)OC (2-hydroxy-5-methoxybenzaldehyde), OC1=C(C=O)C(=CC=C1)Cl (2-hydroxy-6-chlorobenzaldehyde), OC1=C(C=O)C=CC(=C1)C(C)(C)C (2-hydroxy-4-tert.butylbenzaldehyde), OC1=C(C=O)C=CC=C1C(C)(C)C (2-hydroxy-3-tert.butylbenzaldehyde), OC1=C(C=O)C=C(C=C1C(C)(C)C)C (2-hydroxy-3-tert.butyl-5-methylbenzaldehyde), OC1=C(C=O)C=CC=C1C1CCCCC1 (2-hydroxy-3-cyclohexylbenzaldehyde). Yields the product OC1=C(C=O)C=CC=C1 (2-hydroxybenzaldehyde). As a reaction SMILES: [OH:1][C:2]1[C:9](C)=[CH:8][CH:7]=[CH:6][C:3]=1[CH:4]=[O:5].OC1C(C(C)(C)C)=CC=CC=1C=O.OC1C(C(C)(C)C)=CC(C)=CC=1C=O.OC1C(C(C)(C)C)=CC(C(C)(C)C)=CC=1C=O.OC1C(C(C)C)=CC=C(C)C=1C=O.OC1C(C2CCCCC2)=CC=CC=1C=O.OC1C=C(C(C)(C)C)C=CC=1C=O.OC1C=C(Cl)C=CC=1C=O.OC1C=CC=C(Cl)C=1C=O.OC1C(C2C=CC=CC=2)=CC=CC=1C=O.OC1C=CC(OC)=CC=1C=O.OC1C(CCCCCCCCC)=CC=CC=1C=O.OC1C=CC(O)=CC=1C=O.OC1C=C(NC(=O)C)C=CC=1C=O>>[OH:1][C:2]1[CH:9]=[CH:8][CH:7]=[CH:6][C:3]=1[CH:4]=[O:5]. Reported procedure: 2-hydroxy-3-methylbenzaldehyde; 2-hydroxy-3-tert.butylbenzaldehyde; 2-hydroxy-3-tert.butyl-5-methylbenzaldehyde; 2-hydroxy-3,5-ditert.butylbenzaldehyde; 2-hydroxy-3-isopropyl-6-methylbenzaldehyde; 2-hydroxy-3-cyclohexylbenzaldehyde; 2-hydroxy-4-tert.butylbenzaldehyde; 2-hydroxy-4-chlorobenzaldehyde and 2-hydroxy-6-chlorobenzaldehyde; 2-hydroxy-3-phenylbenzaldehyde; 2-hydroxy-5-methoxybenzaldehyde; 2-hydroxy-3-nonylbenzaldehyde; 2,5-dihydroxybenzaldehyde; and 2-hydroxy-4-acetylaminobenzaldehyde; Starting materials: O=C1CCC(=O)N1Br, CC(=O)O, C=Cc1cccc(F)c1, [Na+], C1COCCO1, [OH-], O. RXN SMILES: [Br:14][N:15]1[C:16](=[O:17])[CH2:18][CH2:19][C:20]1=[O:21].[CH3:10][C:11]([OH:12])=[O:13].[F:1][c:2]1[cH:3][c:4]([CH:5]=[CH2:6])[cH:7][cH:8][cH:9]1.[Na+:23].[O:24]1[CH2:25][CH2:26][O:27][CH2:28][CH2:29]1.[OH-:22].[OH2:30]>>[F:1][c:2]1[cH:3][c:4]([CH:5]2[CH2:6][O:12]2)[cH:7][cH:8][cH:9]1. Yields the product Fc1cccc(C2CO2)c1. Starting materials: BrCCCS(=NC(C1=CN=CC(=C1)C#CC1=CC(=CC=C1)NC(=O)C=1OC=CC1C)=O)(C1=CC=CC=C1)=O (N-[(3-bromopropyl)(oxido)phenyl--sulfanylidene]-5-({3-[(3-methyl-2-furoyl)amino]phenyl}ethynyl)nicotinamide), OC1CNCC1 (3-hydroxypyrrolidine). Product: OC1CN(CC1)CCCS(=NC(C1=CN=CC(=C1)C#CC1=CC(=CC=C1)NC(=O)C=1OC=CC1C)=O)(C1=CC=CC=C1)=O (N-{[3-(3-hydroxypyrrolidin-1-yl)propyl](oxido)phenyl--sulfanylidene}-5-({3-[(3-methyl-2-furoyl)amino]phenyl}ethynyl)nicotinamide). RXN SMILES: Br[CH2:2][CH2:3][CH2:4][S:5](=[O:38])([C:32]1[CH:37]=[CH:36][CH:35]=[CH:34][CH:33]=1)=[N:6][C:7](=[O:31])[C:8]1[CH:13]=[C:12]([C:14]#[C:15][C:16]2[CH:21]=[CH:20][CH:19]=[C:18]([NH:22][C:23]([C:25]3[O:26][CH:27]=[CH:28][C:29]=3[CH3:30])=[O:24])[CH:17]=2)[CH:11]=[N:10][CH:9]=1.[OH:39][CH:40]1[CH2:44][CH2:43][NH:42][CH2:41]1>>[OH:39][CH:40]1[CH2:44][CH2:43][N:42]([CH2:2][CH2:3][CH2:4][S:5](=[O:38])([C:32]2[CH:37]=[CH:36][CH:35]=[CH:34][CH:33]=2)=[N:6][C:7](=[O:31])[C:8]2[CH:13]=[C:12]([C:14]#[C:15][C:16]3[CH:21]=[CH:20][CH:19]=[C:18]([NH:22][C:23]([C:25]4[O:26][CH:27]=[CH:28][C:29]=4[CH3:30])=[O:24])[CH:17]=3)[CH:11]=[N:10][CH:9]=2)[CH2:41]1. Procedure: In a manner similar to that described for Example 508, N-[(3-bromopropyl)(oxido)phenyl--sulfanylidene]-5-({3-[(3-methyl-2-furoyl)amino]phenyl}ethynyl)nicotinamide and 3-hydroxypyrrolidine were converted to the title compound. The reactants are S(=O)(=O)([O-])[O-].[Mg+2] (magnesium sulphate), C(C)N1C(CCC1)CN (N-ethyl-2-aminomethylpyrrolidine), [2H]Cl (hydrochloric acid d), C(CC(=O)C)(=O)OC (methyl acetoacetate). Solvent: C(Cl)Cl (methylene chloride). Yields the product C(C)N1C(CCC1)CN\C(=C/C(=O)OC)\C (methyl N-(1-ethyl-2-pyrrolidylmethyl)-3-aminocrotonate). The yield is 81.1%. RXN SMILES: [CH2:1]([N:3]1[CH2:7][CH2:6][CH2:5][CH:4]1[CH2:8][NH2:9])[CH3:2].[2H]Cl.[C:12]([O:18][CH3:19])(=[O:17])[CH2:13][C:14]([CH3:16])=O.S([O-])([O-])(=O)=O.[Mg+2]>C(Cl)Cl>[CH2:1]([N:3]1[CH2:7][CH2:6][CH2:5][CH:4]1[CH2:8][NH:9]/[C:14](/[CH3:16])=[CH:13]\[C:12]([O:18][CH3:19])=[O:17])[CH3:2] |f:3.4|. Reported procedure: 38.4 G (0.3 MOLE) OF N-ethyl-2-aminomethylpyrrolidine and a drop of hydrochloric acid d=1.18 were added into a 250 ml flask provided with a stirrer, a thermometer, a condenser and a dropping funnel; 34.8 g (0.3 mole) of methyl acetoacetate were added drop by drop. The temperature reached 54° C. by the end of the introduction. The mixture was next allowed to return to ambient temperature while stirring, and 150 ml of methylene chloride and 5 g of magnesium sulphate were then added. The mixture wa... The reactants are O1N=CC=C1 (isoxazole), FC1=CC=C(C=C1)C(C)=O (1-(4-fluorophenyl)ethanone), C(C(=O)OCC)(=O)OCC (diethyl oxalate). Product: FC1=CC=C(C=C1)C(CC(C(=O)OCC)=O)=O (ethyl 4-(4-fluorophenyl)-2,4-dioxobutanoate). Reaction SMILES: O1C=CC=N1.[F:6][C:7]1[CH:12]=[CH:11][C:10]([C:13](=[O:15])[CH3:14])=[CH:9][CH:8]=1.[C:16](OCC)(=[O:22])[C:17]([O:19][CH2:20][CH3:21])=[O:18]>>[F:6][C:7]1[CH:12]=[CH:11][C:10]([C:13](=[O:15])[CH2:14][C:16](=[O:22])[C:17]([O:19][CH2:20][CH3:21])=[O:18])=[CH:9][CH:8]=1. Procedure details: In a further embodiment, an isoxazole cyclization reaction is provided in Scheme 15A. In this embodiment, 1-(4-fluorophenyl)ethanone is reacted with diethyl oxalate to provide ethyl 4-(4-fluorophenyl)-2,4-dioxobutanoate. In one embodiment, this reaction is performed in the presence of a base such as potassium tert-butoxide. In another embodiment, this reaction is performed at about room temperature for about 24 hours. The isoxazole ring is then generated by reaction of ethyl 4-(4-fluorophenyl)-2...